Dataset: the Open Reaction Database (ORD), a public repository of structured organic reaction records. Task: describe an organic reaction: reactants, conditions, products, and yield Starting materials: C=CCn1c(=O)c2cnc(SC)nc2n1-c1cccc(-n2cc(F)ccc2=O)n1, CN1CCN(c2ccc(N)cc2)CC1. Product: C=CCn1c(=O)c2cnc(Nc3ccc(N4CCN(C)CC4)cc3)nc2n1-c1cccc(-n2cc(F)ccc2=O)n1. RXN SMILES: [CH2:15]([CH:16]=[CH2:17])[n:18]1[n:19](-[c:30]2[cH:31][cH:32][cH:33][c:34](-[n:36]3[c:37](=[O:43])[cH:38][cH:39][c:40]([F:42])[cH:41]3)[n:35]2)[c:20]2[n:21][c:22]([S:28][CH3:29])[n:23][cH:24][c:25]2[c:26]1=[O:27].[CH3:1][N:2]1[CH2:3][CH2:4][N:5]([c:8]2[cH:9][cH:10][c:11]([NH2:12])[cH:13][cH:14]2)[CH2:6][CH2:7]1>>[CH3:1][N:2]1[CH2:3][CH2:4][N:5]([c:8]2[cH:9][cH:10][c:11]([NH:12][c:22]3[n:21][c:20]4[n:19](-[c:30]5[cH:31][cH:32][cH:33][c:34](-[n:36]6[c:37](=[O:43])[cH:38][cH:39][c:40]([F:42])[cH:41]6)[n:35]5)[n:18]([CH2:15][CH:16]=[CH2:17])[c:26](=[O:27])[c:25]4[cH:24][n:23]3)[cH:13][cH:14]2)[CH2:6][CH2:7]1. Reactants: ClC1=CC(=NC(=C1)NC1=NC=CN=C1)N[C@@H](C)C1=CC=C(C=C1)F ((S)-4-chloro-N2-[1-(4-fluorophenyl)ethyl]-N6-(pyrazin-2-yl)pyridine-2,6-diamine), N1C[C@H](CC1)NC(C)=O ((S)—N-(pyrrolidin-3-yl)acetamide), C1(CCCCC1)P(C1=C(C=CC=C1)C1=C(C=C(C=C1C(C)C)C(C)C)C(C)C)C1CCCCC1 (2-dicyclohexylphosphino-2′,4′,6′-triisopropylbiphenyl), CC(C)([O-])C.[Na+] (sodium t-butoxide), tris (dibenzylideneacetone)(chloroform)dipalladium. Run in C1(=CC=CC=C1)C (toluene), C(C)(=O)OCC (ethyl acetate). Conditions: temperature 100 celsius, time 2 hour. Product: FC1=CC=C(C=C1)[C@H](C)NC1=NC(=CC(=C1)N1C[C@H](CC1)NC(C)=O)NC1=NC=CN=C1 (N-{(S)-1-[2-{[(S)-1-(4-fluorophenyl)ethyl]amino}-6-(pyrazin-2-ylamino)pyridin-4-yl]pyrrolidin-3-yl}acetamide). Yield: 90.8%. As a reaction SMILES: Cl[C:2]1[CH:7]=[C:6]([NH:8][C:9]2[CH:14]=[N:13][CH:12]=[CH:11][N:10]=2)[N:5]=[C:4]([NH:15][C@H:16]([C:18]2[CH:23]=[CH:22][C:21]([F:24])=[CH:20][CH:19]=2)[CH3:17])[CH:3]=1.[NH:25]1[CH2:29][CH2:28][C@H:27]([NH:30][C:31](=[O:33])[CH3:32])[CH2:26]1.C1(P(C2CCCCC2)C2C=CC=CC=2C2C(C(C)C)=CC(C(C)C)=CC=2C(C)C)CCCCC1.CC(C)([O-])C.[Na+]>C(OCC)(=O)C.C1(C)C=CC=CC=1>[F:24][C:21]1[CH:22]=[CH:23][C:18]([C@@H:16]([NH:15][C:4]2[CH:3]=[C:2]([N:25]3[CH2:29][CH2:28][C@H:27]([NH:30][C:31](=[O:33])[CH3:32])[CH2:26]3)[CH:7]=[C:6]([NH:8][C:9]3[CH:14]=[N:13][CH:12]=[CH:11][N:10]=3)[N:5]=2)[CH3:17])=[CH:19][CH:20]=1 |f:3.4|. Procedure: 100 mg of (S)-4-chloro-N2-[1-(4-fluorophenyl)ethyl]-N6-(pyrazin-2-yl)pyridine-2,6-diamine (Reference Example 2), 112 mg of (S)—N-(pyrrolidin-3-yl)acetamide, 69 mg of 2-dicyclohexylphosphino-2′,4′,6′-triisopropylbiphenyl, 92 mg of sodium t-butoxide and 30 mg of tris (dibenzylideneacetone)(chloroform)dipalladium were added in turn to 6 ml of degassed toluene, and the mixture was stirred at 100° C. for 2 hours under argon atmosphere. The reaction solution was diluted with ethyl acetate. The solutio... The reactants are N1=CC=CC=C1 (pyridine), [NH4+].[OH-].O (NH4OH water), C(C1=CC=CC=C1)OC(=O)N1C[C@](CC1)(C(=O)O)C ((S)-1-(benzyloxycarbonyl)-3-methylpyrrolidine-3-carboxylic acid), CC(C)(C)OC(=O)OC(=O)OC(C)(C)C (Boc2O). Solvent: C(C)(=O)OCC (ethyl acetate), O (Water). Reaction conditions: time 3 hour. Product: C(N)(=O)[C@@]1(CN(CC1)C(=O)OCC1=CC=CC=C1)C ((S)-benzyl 3-carbamoyl-3-methylpyrrolidine-1-carboxylate). Yield: 95.6%. As a reaction SMILES: [CH2:1]([O:8][C:9]([N:11]1[CH2:15][CH2:14][C@:13]([CH3:19])([C:16](O)=[O:17])[CH2:12]1)=[O:10])[C:2]1[CH:7]=[CH:6][CH:5]=[CH:4][CH:3]=1.CC(OC(OC(OC(C)(C)C)=O)=O)(C)C.[N:35]1C=CC=CC=1.[NH4+].[OH-].O>C(OCC)(=O)C.O>[C:16]([C@@:13]1([CH3:19])[CH2:14][CH2:15][N:11]([C:9]([O:8][CH2:1][C:2]2[CH:7]=[CH:6][CH:5]=[CH:4][CH:3]=2)=[O:10])[CH2:12]1)(=[O:17])[NH2:35] |f:3.4.5|. Procedure details: To a mixture of (S)-1-(benzyloxycarbonyl)-3-methylpyrrolidine-3-carboxylic acid (32.87 g, 124.8 mmol), Boc2O (29.97 g, 137.3 mmol) in ethyl acetate (200 mL) was added pyridine (12.62 mL, 156.1 mmol) and the reaction mixture was stirred at ambient temperature for 3 hours. A solution of 28-30% w/w NH4OH/water (21.79 mL, 162.3 mmol) was added. The reaction was stirred at ambient temperature for 5 hours. Water (50 mL) was added. The organic layer was separated, washed with 1N HCl (50 mL) and brine, ... Starting materials: Cl (HCl), N1C=CC2=CC(=CC=C12)C(=O)O (Indole 5-carboxylic acid), [H-].[Na+] (sodium hydride), ClCC1=CC(=NC2=CC=CC=C12)C (4-chloromethyl-2-methyl-quinoline). Run in CN(C)C=O (DMF). Reaction conditions: temperature 0 celsius, time 1 hour. Product: CC1=NC=2CC=CCC2C(=C1)CN1C=CC2=CC(=CC=C12)C(=O)O (1-[(2-methyl-5,8-dihydro-4-quinolinyl)methyl]-1H-indole-5-carboxylic acid). Yield: 68.9%. Reaction SMILES: [NH:1]1[C:9]2[C:4](=[CH:5][C:6]([C:10]([OH:12])=[O:11])=[CH:7][CH:8]=2)[CH:3]=[CH:2]1.[H-].[Na+].Cl[CH2:16][C:17]1[C:26]2[C:21](=[CH:22][CH:23]=[CH:24][CH:25]=2)[N:20]=[C:19]([CH3:27])[CH:18]=1.Cl>CN(C=O)C>[CH3:27][C:19]1[CH:18]=[C:17]([CH2:16][N:1]2[C:9]3[C:4](=[CH:5][C:6]([C:10]([OH:12])=[O:11])=[CH:7][CH:8]=3)[CH:3]=[CH:2]2)[C:26]2[CH2:25][CH:24]=[CH:23][CH2:22][C:21]=2[N:20]=1 |f:1.2|. Procedure details: Indole 5-carboxylic acid (0.5 g, 3.1 mmol) was added to a suspension of sodium hydride (0.27 g, 6.8 mmol, 60% oil dispersion) (washed with hexanes) in DMF (20 mL) cooled to 0° C. The reaction was allowed to stir for 1 h and the 4-chloromethyl-2-methyl-quinoline (0.72 g, 3.8 mmol) was added. The reaction was allowed to warm to room temperature and stirred overnight. The reaction was neutralized with 1 N HCl and extracted with ethyl acetate. The combined organic layer was washed with brine, dried ... Reported procedure: 6-Chloropyrimidin-4-amine 7-2 (0.50 g, 3.86 mmol) and diisopropylethylamine (0.499 g, 3.86 mmol) were suspended in n-butanol and then 1-(2-oxo-2-pyrrolidin-1-ylethyl)piperazine 17-1 (0.762 g, 3.86 mmol) was added. The reaction was stirred at 150° C. for 18 hours and then the product was filtered off, washed with n-butanol and ethyl ether and air dried. 1H-NMR (CD3OD): 7.96 ppm (s, 1H); 5.72 ppm (s, 1H); 3.55 ppm (m, 6H); 3.44 ppm (t, 2H); 3.24 ppm (s, 2H); 2.60 ppm (t, 2H); 1.98 ppm (m, 2H); 1.8... Conditions: temperature 150 celsius, time 18 hour. As a reaction SMILES: Cl[C:2]1[N:7]=[CH:6][N:5]=[C:4]([NH2:8])[CH:3]=1.C(N(C(C)C)CC)(C)C.[O:18]=[C:19]([N:27]1[CH2:31][CH2:30][CH2:29][CH2:28]1)[CH2:20][N:21]1[CH2:26][CH2:25][NH:24][CH2:23][CH2:22]1>C(O)CCC>[O:18]=[C:19]([N:27]1[CH2:31][CH2:30][CH2:29][CH2:28]1)[CH2:20][N:21]1[CH2:26][CH2:25][N:24]([C:2]2[N:7]=[CH:6][N:5]=[C:4]([NH2:8])[CH:3]=2)[CH2:23][CH2:22]1. Run in C(CCC)O (n-butanol). The reactants are ClC1=CC(=NC=N1)N (6-chloropyrimidin-4-amine), C(C)(C)N(CC)C(C)C (diisopropylethylamine), O=C(CN1CCNCC1)N1CCCC1 (1-(2-oxo-2-pyrrolidin-1-ylethyl)piperazine). The product is O=C(CN1CCN(CC1)C1=CC(=NC=N1)N)N1CCCC1 (6-[4-(2-Oxo-2-pyrrolidin-1-ylethyl)piperazin-1-yl]pyrimidin-4-amine). Reactants: C(#N)C(C(=O)N)=NOCC (2-cyano-2-ethoxyimino-acetamide), C([O-])(O)=O.[Na+] (sodium bicarbonate), Cl.NO (hydroxylamine hydrochloride). Run in O (water), O (water). Reaction conditions: time 3 hour. Yields the product C(=O)(O)C(C(N)=NO)=NOCC (2-carboxy-2-ethoxyimino-acetamidoxime). Yield: 87.4%. As a reaction SMILES: [C:1]([C:3](=[N:7][O:8][CH2:9][CH3:10])[C:4](N)=[O:5])#[N:2].C(=O)(O)[O-:12].[Na+].Cl.[NH2:17][OH:18]>O>[C:4]([C:3](=[N:7][O:8][CH2:9][CH3:10])[C:1](=[N:17][OH:18])[NH2:2])([OH:12])=[O:5] |f:1.2,3.4|. Reported procedure: To a suspension of 2-cyano-2-ethoxyimino-acetamide (112.8 g, 0.8 mol) and sodium bicarbonate (134.4 g, 1.6 mol) in water (258 mol), hydroxylamine hydrochloride (61.6 g, 0.88 mol) in water (86 ml) was added dropwise at 80° to 85° C. The mixture was stirred at the same temperature for 3 hrs., and then treated in the same procedure as described in Preparation example 5 to give 2-carboxy-2-ethoxyimino-acetamidoxime (122.5 g) as crystals containing 28.6% of brine. Practical yield: 122.5×0.286=87.5 g....